From a dataset of the Open Reaction Database (ORD), a public repository of structured organic reaction records. describe an organic reaction: reactants, conditions, products, and yield Reactants: C1CCOC1, COC(=O)NC(C(=O)OC)C1COC1, [Li+], [Li+], [NH4+], O=[Mo](=O)([O-])[O-], [OH-], [OH-], O, O, O=S(=O)(O)O. Product: COC(=O)NC(C(=O)[O-])C1COC1, [Li+]. Reaction SMILES: [CH2:25]1[O:26][CH2:27][CH2:28][CH2:29]1.[CH3:1][O:2][C:3](=[O:4])[NH:5][CH:6]([C:7](=[O:8])[O:9][CH3:10])[CH:11]1[CH2:12][O:13][CH2:14]1.[Li+:17].[Li+:24].[NH4+:31].[O-:32][Mo:33](=[O:34])(=[O:35])[O-:36].[OH-:16].[OH-:23].[OH2:15].[OH2:30].[S:18](=[O:19])(=[O:20])([OH:21])[OH:22]>>[CH3:1][O:2][C:3](=[O:4])[NH:5][CH:6]([C:7](=[O:8])[O-:9])[CH:11]1[CH2:12][O:13][CH2:14]1.[Li+:17]. Starting materials: CC(=O)C1CCOC1=O, C=O, NCc1ccccc1, O. Yields the product CC(=O)C1(CNCc2ccccc2)CCOC1=O. RXN SMILES: [C:11]([CH3:12])(=[O:13])[CH:14]1[C:15](=[O:19])[O:16][CH2:17][CH2:18]1.[CH2:9]=[O:10].[NH2:1][CH2:2][c:3]1[cH:4][cH:5][cH:6][cH:7][cH:8]1.[OH2:20]>>[NH:1]([CH2:2][c:3]1[cH:4][cH:5][cH:6][cH:7][cH:8]1)[CH2:9][C:14]1([C:11]([CH3:12])=[O:13])[C:15](=[O:19])[O:16][CH2:17][CH2:18]1. The reactants are CC(C)c1ccccc1NCc1nnn(C)n1, COC(OC)C1(C)Oc2ccc([N+](=O)[O-])cc2C2OC21. Yields the product COC(OC)C1(C)Oc2ccc([N+](=O)[O-])cc2C(N(Cc2nnn(C)n2)c2ccccc2C(C)C)C1O. RXN SMILES: [CH:21]([CH3:22])([CH3:23])[c:24]1[c:25]([NH:30][CH2:31][c:32]2[n:33][n:34][n:35]([CH3:37])[n:36]2)[cH:26][cH:27][cH:28][cH:29]1.[N+:1](=[O:2])([O-:3])[c:4]1[cH:5][cH:6][c:7]2[c:8]([cH:20]1)[CH:9]1[CH:10]([C:11]([CH:13]([O:14][CH3:15])[O:16][CH3:17])([CH3:18])[O:12]2)[O:19]1>>[N+:1](=[O:2])([O-:3])[c:4]1[cH:5][cH:6][c:7]2[c:8]([cH:20]1)[CH:9]([N:30]([c:25]1[c:24]([CH:21]([CH3:22])[CH3:23])[cH:29][cH:28][cH:27][cH:26]1)[CH2:31][c:32]1[n:33][n:34][n:35]([CH3:37])[n:36]1)[CH:10]([OH:19])[C:11]([CH:13]([O:14][CH3:15])[O:16][CH3:17])([CH3:18])[O:12]2. The reactants are BrCC1=C2C(C(=O)NC2=O)=CC=C1 (bromomethyl phtalimide), carborane, 1-C6H5-1,2-C2B10H11, [Li]CCCC (BuLi). Run in COCCOC (DME), COCCOC (DME). Conditions: temperature -33 celsius, time 8 hour. Product: C=C1C2C(C(=O)NC2=O)=CC=C1 (methylene-phtalimide). Yield: 105.5%. Reaction SMILES: [Li]CCCC.Br[CH2:7][C:8]1[CH:18]=[CH:17][CH:16]=[C:10]2[C:11]([NH:13][C:14](=[O:15])[C:9]=12)=[O:12]>COCCOC>[CH2:7]=[C:8]1[CH:18]=[CH:17][CH:16]=[C:10]2[C:11]([NH:13][C:14](=[O:15])[CH:9]12)=[O:12]. Reported procedure: The starting carborane, 1-C6H5-1,2-C2B10H11 1.00 g (4.53 mmol) dried in vacuum, was dissolved in DME (40 ml) in Schlenk-type flask under argon, and the resulting solution was cooled down to −33° C. and BuLi (2.5 M in hexane, Aldrich, 2.0 ml, 5.0 mmol) was added under stirring from a syringe through septum. The reaction slurry was stirred for 15 min. and then left to warm up to room temperature. The reaction mixture was again cooled down and bromomethyl phtalimide 1.20 g (Aldrich, 5.0 mmol) disso... Starting materials: C(C1=CC=CC=C1)OC1=C(C(=O)NC2=CC=C(C(=O)N(C3=C(C=CC=C3)OCCCCCC(=O)N3CCN(CC3)C)C)C=C2)C=CC=C1 (4-(2-benzyloxybenzoyl)amino-N-methyl-N-[2-[5-(4-methylpiperazin-1-yl)carbonylpent-1-yloxy]phenyl]benzamide). The reagents and catalysts are [OH-].[Pd+2].[OH-] (palladium hydroxide). The solvent is CO (methanol). Product: OC1=C(C(=O)NC2=CC=C(C(=O)N(C3=C(C=CC=C3)OCCCCCC(=O)N3CCN(CC3)C)C)C=C2)C=CC=C1 (4-(2-hydroxybenzoyl)amino-N-methyl-N-[2-[5-(4-methylpiperazin-1-yl)carbonylpent-1-yloxy]phenyl]benzamide). Yield: 97.8%. RXN SMILES: C([O:8][C:9]1[CH:48]=[CH:47][CH:46]=[CH:45][C:10]=1[C:11]([NH:13][C:14]1[CH:44]=[CH:43][C:17]([C:18]([N:20]([CH3:42])[C:21]2[CH:26]=[CH:25][CH:24]=[CH:23][C:22]=2[O:27][CH2:28][CH2:29][CH2:30][CH2:31][CH2:32][C:33]([N:35]2[CH2:40][CH2:39][N:38]([CH3:41])[CH2:37][CH2:36]2)=[O:34])=[O:19])=[CH:16][CH:15]=1)=[O:12])C1C=CC=CC=1>CO.[OH-].[Pd+2].[OH-]>[OH:8][C:9]1[CH:48]=[CH:47][CH:46]=[CH:45][C:10]=1[C:11]([NH:13][C:14]1[CH:15]=[CH:16][C:17]([C:18]([N:20]([CH3:42])[C:21]2[CH:26]=[CH:25][CH:24]=[CH:23][C:22]=2[O:27][CH2:28][CH2:29][CH2:30][CH2:31][CH2:32][C:33]([N:35]2[CH2:36][CH2:37][N:38]([CH3:41])[CH2:39][CH2:40]2)=[O:34])=[O:19])=[CH:43][CH:44]=1)=[O:12] |f:2.3.4|. Procedure details: A solution of 4-(2-benzyloxybenzoyl)amino-N-methyl-N-[2-[5-(4-methylpiperazin-1-yl)carbonylpent-1-yloxy]phenyl]benzamide (1.90 g) in methanol (30 ml) was hydrogenated under atmospheric presser in the presence of palladium hydroxide (400 mg) for 6 hours and the catalyst was removed by filtration. The filtrate was evaporated to give 4-(2-hydroxybenzoyl)amino-N-methyl-N-[2-[5-(4-methylpiperazin-1-yl)carbonylpent-1-yloxy]phenyl]benzamide (1.60 g) as a colorless amorphous. The reactants are O.O.[Sn](Cl)(Cl)(Cl)Cl (tin chloride dihydrate), C(C)OC(=O)CCN1C(C2=CC(=CC=C2CC1)[N+](=O)[O-])C (2-[2-(ethoxycarbonyl)ethyl]-1-methyl-7-nitro-1,2,3,4-tetrahydroisoquinoline), C([O-])(O)=O.[Na+] (sodium bicarbonate). Product: NC1=CC=C2CCN(C(C2=C1)C)CCC(=O)OCC (7-amino-2-[2-(ethoxycarbonyl)ethyl]-1-methyl-1,2,3,4-tetrahydroisoquinoline). Run in C(C)O (ethanol). Reported procedure: 0.90 g of 2-[2-(ethoxycarbonyl)ethyl]-1-methyl-7-nitro-1,2,3,4-tetrahydroisoquinoline was dissolved in 10 ml of ethanol, and 2.78 g of tin chloride dihydrate was added to the solution. The solution was heated under reflux with stirring for 2 hours. The resulting solution was neutralized with aqueous solution of sodium bicarbonate, and extracted with ethyl acetate. After washing with water and saturated aqueous solution of sodium chloride, the solution was dried with anhydrous sodium sulfate. The... Yield: 85.4%. Run at time 2 hour. As a reaction SMILES: [CH2:1]([O:3][C:4]([CH2:6][CH2:7][N:8]1[CH2:17][CH2:16][C:15]2[C:10](=[CH:11][C:12]([N+:18]([O-])=O)=[CH:13][CH:14]=2)[CH:9]1[CH3:21])=[O:5])[CH3:2].O.O.[Sn](Cl)(Cl)(Cl)Cl.C(=O)(O)[O-].[Na+]>C(O)C>[NH2:18][C:12]1[CH:11]=[C:10]2[C:15]([CH2:16][CH2:17][N:8]([CH2:7][CH2:6][C:4]([O:3][CH2:1][CH3:2])=[O:5])[CH:9]2[CH3:21])=[CH:14][CH:13]=1 |f:1.2.3,4.5|.